Dataset: the Open Reaction Database (ORD), a public repository of structured organic reaction records. Task: describe an organic reaction: reactants, conditions, products, and yield The reactants are [Na] (sodium), CN1C(C(NS1(=O)=O)=O)CCC(C)C (5-methyl-4-(3-methylbutyl)-1,2,5-thiadiazolidin-3-one 1,1-dioxide), FC1=C(C(=C(C(=N1)F)F)F)F (pentafluoropyridine), C1COCCOCCOCCOCCO1 (15-Crown-5). Reaction SMILES: [Na].[CH3:2][N:3]1[S:7](=[O:9])(=[O:8])[NH:6][C:5](=[O:10])[CH:4]1[CH2:11][CH2:12][CH:13]([CH3:15])[CH3:14].[F:16][C:17]1[N:22]=[C:21]([F:23])[C:20]([F:24])=[C:19](F)[C:18]=1[F:26].C1OCCOCCOCCOCCOC1>C(#N)C>[F:23][C:21]1[C:20]([F:24])=[C:19]([N:6]2[C:5](=[O:10])[CH:4]([CH2:11][CH2:12][CH:13]([CH3:15])[CH3:14])[N:3]([CH3:2])[S:7]2(=[O:9])=[O:8])[C:18]([F:26])=[C:17]([F:16])[N:22]=1 |^1:0|. Yield: 40.6%. Product: FC1=NC(=C(C(=C1F)N1S(N(C(C1=O)CCC(C)C)C)(=O)=O)F)F (2-(2,3,5,6-tetrafluoro-4-pyridyl)-5-methyl-4-(3-methylbutyl)-1,2,5-thiadiazolidin-3-one 1,1-dioxide). The solvent is C(C)#N (acetonitrile). Reported procedure: To a mixture of the sodium salt of 5-methyl-4-(3-methylbutyl)-1,2,5-thiadiazolidin-3-one 1,1-dioxide (1 g; 4.13 mmol, prepared by treatment with sodium methoxide), pentafluoropyridine (0.54 ml, 4.97 mmol), and 0.91 g (4.13 mmol) of 15-Crown-5 suspended in 30 ml of acetonitrile was refluxed for 17 hours. The mixture was cooled, concentrated in vacuo, and the residue extracted with methylene chloride, and the organic layer was washed with water (3×) and brine. After drying over sodium sulfate, the...